Task: describe an organic reaction: reactants, conditions, products, and yield. Dataset: the Open Reaction Database (ORD), a public repository of structured organic reaction records The reactants are O.[OH-].[Li+] (Lithium hydroxide monohydrate), O1COC2=C1C=CC(=C2)CN2[C@@H](C[C@H](C2)N(CC2=CC(=CC=C2)OC)C(CC(C)(C)C)=O)C(=O)OC (Methyl (2S,4R)-1-(1,3-benzodioxol-5-ylmethyl)-4-[(3,3-dimethylbutanoyl)(3-methoxybenzyl)amino]tetrahydro-1H-2-pyrrolecarboxylate), CO (methanol). The solvent is O (water). Reaction conditions: time 8 hour. The product is O1COC2=C1C=CC(=C2)CN2[C@@H](C[C@H](C2)N(CC2=CC(=CC=C2)OC)C(CC(C)(C)C)=O)C(=O)O ((2S,4R)-1-(1,3-benzodioxol-5-ylmethyl)-4-[(3,3-dimethylbutanoyl)(3-methoxybenzyl)amino]tetrahydro-1H-2-pyrrolecarboxylic acid). The yield is 72.5%. RXN SMILES: O.[OH-].[Li+].[O:4]1[C:8]2[CH:9]=[CH:10][C:11]([CH2:13][N:14]3[CH2:18][C@H:17]([N:19]([C:29](=[O:35])[CH2:30][C:31]([CH3:34])([CH3:33])[CH3:32])[CH2:20][C:21]4[CH:26]=[CH:25][CH:24]=[C:23]([O:27][CH3:28])[CH:22]=4)[CH2:16][C@H:15]3[C:36]([O:38]C)=[O:37])=[CH:12][C:7]=2[O:6][CH2:5]1.CO>O>[O:4]1[C:8]2[CH:9]=[CH:10][C:11]([CH2:13][N:14]3[CH2:18][C@H:17]([N:19]([C:29](=[O:35])[CH2:30][C:31]([CH3:34])([CH3:32])[CH3:33])[CH2:20][C:21]4[CH:26]=[CH:25][CH:24]=[C:23]([O:27][CH3:28])[CH:22]=4)[CH2:16][C@H:15]3[C:36]([OH:38])=[O:37])=[CH:12][C:7]=2[O:6][CH2:5]1 |f:0.1.2|. Reported procedure: Lithium hydroxide monohydrate (17 mg, 0.405 mmol) was added to a solution of methyl(2S,4R)-1-(1,3-benzodioxol-5-ylmethyl)-4-[(3,3-dimethylbutanoyl)(3-methoxybenzyl)amino]tetrahydro-1H-2-pyrrolecarboxylate (10) (100 mg, 0.20 mmol) in 66% v/v methanol in water (1.0 mL). The mixture was stirred overnight at room temperature, then the solvent was removed under reduced pressure and the residue partitioned between dichloromethane (1.0 mL) and water (1.0 ml). The aqueous phase was acidified with 1.0 M ...